This data is from the Open Reaction Database (ORD), a public repository of structured organic reaction records. The task is: describe an organic reaction: reactants, conditions, products, and yield The reactants are [Br-], CC(C)(C)C(=O)Cl, ClCCl, CCCC[N+](CCCC)(CCCC)CCCC, [K+], [OH-], O, CC(O)CC(C)(C)OO. Product: CC(O)CC(C)(C)OOC(=O)C(C)(C)C. RXN SMILES: [Br-:20].[C:13]([C:14]([CH3:15])([CH3:16])[CH3:17])(=[O:18])[Cl:19].[CH2:38]([Cl:39])[Cl:40].[CH3:21][CH2:22][CH2:23][CH2:24][N+:25]([CH2:26][CH2:27][CH2:28][CH3:29])([CH2:30][CH2:31][CH2:32][CH3:33])[CH2:34][CH2:35][CH2:36][CH3:37].[K+:2].[OH-:1].[OH2:3].[OH:4][CH:5]([CH2:6][C:7]([CH3:8])([CH3:9])[O:10][OH:11])[CH3:12]>>[OH:4][CH:5]([CH2:6][C:7]([CH3:8])([CH3:9])[O:10][O:11][C:13]([C:14]([CH3:15])([CH3:16])[CH3:17])=[O:18])[CH3:12]. The reactants are BrCC1CCOCC1, BrCC1CCCCO1, Cc1nc2cc3c(cc2s1)C1(CO3)C(=O)Nc2ccccc21. Yields the product Cc1nc2cc3c(cc2s1)C1(CO3)C(=O)N(CC2CCOCC2)c2ccccc21. RXN SMILES: [Br:23][CH2:24][CH:25]1[CH2:26][CH2:27][O:28][CH2:29][CH2:30]1.[Br:31][CH2:32][CH:33]1[CH2:34][CH2:35][CH2:36][CH2:37][O:38]1.[CH3:1][c:2]1[s:3][c:4]2[c:5]([n:6]1)[cH:7][c:8]1[c:9]([cH:10]2)[C:11]2([CH2:12][O:13]1)[C:14](=[O:22])[NH:15][c:16]1[cH:17][cH:18][cH:19][cH:20][c:21]12>>[CH3:1][c:2]1[s:3][c:4]2[c:5]([n:6]1)[cH:7][c:8]1[c:9]([cH:10]2)[C:11]2([CH2:12][O:13]1)[C:14](=[O:22])[N:15]([CH2:24][CH:25]1[CH2:26][CH2:27][O:28][CH2:29][CH2:30]1)[c:16]1[cH:17][cH:18][cH:19][cH:20][c:21]12. The reactants are C1(CC1)COC1=CC(=C(C=C1)C)[N+](=O)[O-] (4-(cyclopropylmethoxy)-1-methyl-2-nitrobenzene), BrN1C(CCC1=O)=O (N-bromosuccinimide), BrN1C(CCC1=O)=O (N-bromosuccinimide). Reagents/catalysts: N(=NC(C#N)(C)C)C(C#N)(C)C (2,2′-azobis(2-methylpropionitrile)), N(=NC(C#N)(C)C)C(C#N)(C)C (2,2′-azobis(2-methylpropionitrile)). Run in C(C)(=O)OCC (ethyl acetate). Run at temperature 90 celsius, time 8 hour. Yields the product BrCC1=C(C=C(C=C1)OCC1CC1)[N+](=O)[O-] (1-(bromomethyl)-4-(cyclopropylmethoxy)-2-nitrobenzene). Isolated yield 54.4%. As a reaction SMILES: [CH:1]1([CH2:4][O:5][C:6]2[CH:11]=[CH:10][C:9]([CH3:12])=[C:8]([N+:13]([O-:15])=[O:14])[CH:7]=2)[CH2:3][CH2:2]1.[Br:16]N1C(=O)CCC1=O>C(OCC)(=O)C.N(C(C)(C)C#N)=NC(C)(C)C#N>[Br:16][CH2:12][C:9]1[CH:10]=[CH:11][C:6]([O:5][CH2:4][CH:1]2[CH2:3][CH2:2]2)=[CH:7][C:8]=1[N+:13]([O-:15])=[O:14]. Procedure details: To a mixture of 4-(cyclopropylmethoxy)-1-methyl-2-nitrobenzene (66.4 g) and a solution of N-bromosuccinimide (68.4 g) in ethyl acetate (1.0 L) was added 2,2′-azobis(2-methylpropionitrile) (2.63 g) in 5 portions at 90° C. The reaction mixture was stirred at 90° C. overnight. To the reaction mixture were added N-bromosuccinimide (34.2 g) and 2,2′-azobis(2-methylpropionitrile) (1.32 g) at 90° C. The mixture was allowed to cool to room temperature, concentrated under reduced pressure and left standi... Run in CN1C(CCC1)=O (N-methylpyrrolidinone), CCN(C(C)C)C(C)C (Hunigs base). Reported procedure: The product from example 1, step (b) (70.0 g) and (R)-1-amino-propan-2-ol (32 ml) in N-methylpyrrolidinone (600 ml) and Hunigs base (71 ml) was heated at 110° C. for 16 hours. The mixture was poured into water (5 L) and the crude product collected at by filtration. This solid was purified by recrystallisation from acetonitrile (2.5 L) to give 65 g of the subtitled compound. As a reaction SMILES: Cl[C:2]1[C:3]2[S:20][C:19]([NH2:21])=[N:18][C:4]=2[N:5]=[C:6]([S:8][CH2:9][C:10]2[CH:15]=[CH:14][CH:13]=[C:12]([F:16])[C:11]=2[F:17])[N:7]=1.[NH2:22][CH2:23][C@H:24](O)[CH3:25].[OH2:27]>CN1CCCC1=O.CCN(C(C)C)C(C)C>[NH2:21][C:19]1[S:20][C:3]2[C:2]([NH:22][CH:23]([OH:27])[CH2:24][CH3:25])=[N:7][C:6]([S:8][CH2:9][C:10]3[CH:15]=[CH:14][CH:13]=[C:12]([F:16])[C:11]=3[F:17])=[N:5][C:4]=2[N:18]=1. Product: NC=1SC2=C(N=C(N=C2NC(CC)O)SCC2=C(C(=CC=C2)F)F)N1 ([(2-amino-5-[[(2,3-difluorophenyl)methyl]thio]thiazolo[4,5-d]pyrimidin-7-yl]amino]-1-propanol). Starting materials: ClC=1C2=C(N=C(N1)SCC1=C(C(=CC=C1)F)F)N=C(S2)N (7-Chloro-5-[[(2,3-difluorophenyl)methyl]thio]thiazolo[4,5-d]pyrimidin-2-amine), NC[C@@H](C)O ((R)-1-amino-propan-2-ol), O (water). Reactants: CCCc1nc(CC)n(-c2ccc(OC(C)(C)CO)cc2)c(=O)c1Cc1ccc(-c2ccccc2C#N)cc1, CCOC(C)=O, ClCCl, CC(C)(C)[Si](C)(C)OS(=O)(=O)C(F)(F)F, Cc1cccc(C)n1. The product is CCCc1nc(CC)n(-c2ccc(OC(C)(C)CO[Si](C)(C)C(C)(C)C)cc2)c(=O)c1Cc1ccc(-c2ccccc2C#N)cc1. RXN SMILES: [CH2:1]([CH3:2])[c:3]1[n:4](-[c:28]2[cH:29][cH:30][c:31]([O:34][C:35]([CH2:36][OH:37])([CH3:38])[CH3:39])[cH:32][cH:33]2)[c:5](=[O:27])[c:6]([CH2:12][c:13]2[cH:14][cH:15][c:16](-[c:19]3[c:20]([C:25]#[N:26])[cH:21][cH:22][cH:23][cH:24]3)[cH:17][cH:18]2)[c:7]([CH2:9][CH2:10][CH3:11])[n:8]1.[CH3:66][CH2:67][O:68][C:69](=[O:70])[CH3:71].[Cl:63][CH2:64][Cl:65].[F:48][C:49]([F:50])([F:51])[S:52]([O:53][Si:54]([CH3:55])([CH3:56])[C:57]([CH3:58])([CH3:59])[CH3:60])(=[O:61])=[O:62].[n:40]1[c:41]([CH3:42])[cH:43][cH:44][cH:45][c:46]1[CH3:47]>>[CH2:1]([CH3:2])[c:3]1[n:4](-[c:28]2[cH:29][cH:30][c:31]([O:34][C:35]([CH2:36][O:37][Si:54]([CH3:55])([CH3:56])[C:57]([CH3:58])([CH3:59])[CH3:60])([CH3:38])[CH3:39])[cH:32][cH:33]2)[c:5](=[O:27])[c:6]([CH2:12][c:13]2[cH:14][cH:15][c:16](-[c:19]3[c:20]([C:25]#[N:26])[cH:21][cH:22][cH:23][cH:24]3)[cH:17][cH:18]2)[c:7]([CH2:9][CH2:10][CH3:11])[n:8]1. Yields the product CCCC1OC1C(=O)OC. Reactants: O=C([O-])[O-], CCO, COC(C)(C)C, CCCC(O)C(Cl)C(=O)OC, [K+], [K+]. Reaction SMILES: [C:15](=[O:16])([O-:17])[O-:18].[CH3:12][CH2:13][OH:14].[CH3:21][O:22][C:23]([CH3:24])([CH3:25])[CH3:26].[Cl:1][CH:2]([C:3](=[O:4])[O:5][CH3:6])[CH:7]([CH2:8][CH2:9][CH3:10])[OH:11].[K+:19].[K+:20]>>[CH:2]1([C:3](=[O:4])[O:5][CH3:6])[CH:7]([CH2:8][CH2:9][CH3:10])[O:11]1. Starting materials: CC1(N=C2C(=CC(C(=C2C1)C)=O)C)C (2,3-dihydro-2,2,4,7-tetramethyl-5H-indol-5-one), S(=O)([O-])S(=O)[O-].[Na+].[Na+] (sodium hydrosulfite). Run in C(C)(=O)OCC (ethyl acetate), O (water). The product is CC1(NC2=C(C=C(C(=C2C1)C)O)C)C (2,3-Dihydro-2,2,4,7-tetramethyl-1H-indol-5-ol). The yield is 82.9%. Reaction SMILES: [CH3:1][C:2]1([CH3:14])[CH2:10][C:9]2[C:4]([C:5]([CH3:13])=[CH:6][C:7](=[O:12])[C:8]=2[CH3:11])=[N:3]1.S(S([O-])=O)([O-])=O.[Na+].[Na+]>C(OCC)(=O)C.O>[CH3:1][C:2]1([CH3:14])[CH2:10][C:9]2[C:4](=[C:5]([CH3:13])[CH:6]=[C:7]([OH:12])[C:8]=2[CH3:11])[NH:3]1 |f:1.2.3|. Procedure: To a solution of 2,3-dihydro-2,2,4,7-tetramethyl-5H-indol-5-one (7.36 g, 38.9 mmol) in ethyl acetate (100 ml) was added a solution of sodium hydrosulfite (14.9 g, 85.6 mmol) in water (50 ml) and shaken. The aqueous layer was separated, and the organic layer was washed with water and saturated brine, dried over magnesium sulfate, filtered and concentrated under reduced pressure. The residue was recrystallized from ethanol-hexane to obtain 6.17 g of the title compound. The reactants are C[C@H]1NCCOC1 ((R)-3-methylmorpholine), BrC=1C=C2C=NN=C(C2=CC1)Cl (6-bromo-1-chlorophthalazine), CC1=C(C=C(C(=O)N)C=C1)B1OC(C(O1)(C)C)(C)C (4-methyl-3-(4,4,5,5-tetramethyl-1,3,2-dioxaborolan-2-yl)benzamide), C([O-])([O-])=O.[K+].[K+] (potassium carbonate), O (water). The reagents and catalysts are C=1C=CC(=CC1)[P](C=2C=CC=CC2)(C=3C=CC=CC3)[Pd]([P](C=4C=CC=CC4)(C=5C=CC=CC5)C=6C=CC=CC6)([P](C=7C=CC=CC7)(C=8C=CC=CC8)C=9C=CC=CC9)[P](C=1C=CC=CC1)(C=1C=CC=CC1)C=1C=CC=CC1 (tetrakis(triphenylphosphine)palladium). Solvent: CC=1C=CC(=CC1)C (p-xylene), C(C)O (ethanol), C(C)(=O)OCC (ethyl acetate). Reaction conditions: temperature 165 celsius. Yields the product CC1=C(C=C(C(=O)N)C=C1)C=1C=C2C=NN=C(C2=CC1)N1[C@@H](COCC1)C (4-Methyl-3-{1-[(3R)-3-methylmorpholin4-yl]phthalazin-6-yl}benzamide). As a reaction SMILES: [CH3:1][C@@H:2]1[CH2:7][O:6][CH2:5][CH2:4][NH:3]1.Br[C:9]1[CH:10]=[C:11]2[C:16](=[CH:17][CH:18]=1)[C:15](Cl)=[N:14][N:13]=[CH:12]2.[CH3:20][C:21]1[CH:29]=[CH:28][C:24]([C:25]([NH2:27])=[O:26])=[CH:23][C:22]=1B1OC(C)(C)C(C)(C)O1.C(=O)([O-])[O-].[K+].[K+].O>C(OCC)(=O)C.C1C=CC([P]([Pd]([P](C2C=CC=CC=2)(C2C=CC=CC=2)C2C=CC=CC=2)([P](C2C=CC=CC=2)(C2C=CC=CC=2)C2C=CC=CC=2)[P](C2C=CC=CC=2)(C2C=CC=CC=2)C2C=CC=CC=2)(C2C=CC=CC=2)C2C=CC=CC=2)=CC=1.C(O)C.CC1C=CC(C)=CC=1>[CH3:20][C:21]1[CH:29]=[CH:28][C:24]([C:25]([NH2:27])=[O:26])=[CH:23][C:22]=1[C:9]1[CH:10]=[C:11]2[C:16](=[CH:17][CH:18]=1)[C:15]([N:3]1[CH2:4][CH2:5][O:6][CH2:7][C@H:2]1[CH3:1])=[N:14][N:13]=[CH:12]2 |f:3.4.5,^1:55,57,76,95|. Procedure: To (R)-3-methylmorpholine (108 mg, 1068 μmol) and 6-bromo-1-chlorophthalazine (130 mg, 534 μmol) was added p-xylene (534 μl) and the mixture was heated to 165° C. for 1.5 h. The reaction mixture was added to 4-methyl-3-(4,4,5,5-tetramethyl-1,3,2-dioxaborolan-2-yl)benzamide (154 mg, 589 μmol), tetrakis(triphenylphosphine)palladium (31 mg, 27 μmol), ethanol (5.35 mL), and potassium carbonate—1.5 M in water (1428 μl, 2142 μmol) and heated to 90° C. for 1 h. It was cooled to RT, diluted with 50 mL o... The reactants are C1CCOC1, Cc1nc(C(F)(F)F)n[nH]1, CO, CCOC(=O)C(Cl)C(C)=O, ClCCl, [K+], [K+], O=C([O-])[O-]. Product: CCOC(=O)C(C(C)=O)n1nc(C(F)(F)F)nc1C. As a reaction SMILES: [CH2:27]1[O:28][CH2:29][CH2:30][CH2:31]1.[CH3:1][c:2]1[n:3][c:4]([C:7]([F:8])([F:9])[F:10])[n:5][nH:6]1.[CH3:32][OH:33].[Cl:17][CH:18]([C:19](=[O:20])[O:21][CH2:22][CH3:23])[C:24]([CH3:25])=[O:26].[Cl:34][CH2:35][Cl:36].[K+:11].[K+:12].[O-:13][C:14]([O-:15])=[O:16]>>[CH3:1][c:2]1[n:3][c:4]([C:7]([F:8])([F:9])[F:10])[n:5][n:6]1[CH:18]([C:19](=[O:20])[O:21][CH2:22][CH3:23])[C:24]([CH3:25])=[O:26].